describe an organic reaction: reactants, conditions, products, and yield From a dataset of the Open Reaction Database (ORD), a public repository of structured organic reaction records. Starting materials: O=S(=O)(O)Cl, O=C(Cl)c1cc(Cl)c(F)c(Cl)c1, O=S(=O)(O)O. Yields the product O=C(O)c1cc(Cl)c(F)c(Cl)c1. Reaction SMILES: [Cl:18][S:19]([OH:20])(=[O:21])=[O:22].[Cl:1][c:2]1[cH:3][c:4]([C:5](=[O:6])[Cl:7])[cH:8][c:9]([Cl:12])[c:10]1[F:11].[S:13]([OH:14])(=[O:15])(=[O:16])[OH:17]>>[Cl:1][c:2]1[cH:3][c:4]([C:5](=[O:6])[OH:14])[cH:8][c:9]([Cl:12])[c:10]1[F:11]. Starting materials: [H-].[Na+] (Sodium hydride), BrC1=CC=C(C(=O)CC(=O)OCC)C=C1 (Ethyl 4-Bromobenzoylacetate), CC1=C(N=C(O1)C1=CC=CC=C1)CCl (5-methyl-2-phenyl-4-oxazolyl methyl chloride). Solvent: C1CCOC1 (THF), C1CCOC1 (THF). Conditions: temperature 0 celsius. The product is CC1=C(N=C(O1)C1=CC=CC=C1)CCC(=O)C1=CC=C(C=C1)Br (4-[3-(5-Methyl-2-phenyloxazolyl)propionyl]bromobenzene). The yield is 64.7%. Reaction SMILES: [H-].[Na+].[Br:3][C:4]1[CH:17]=[CH:16][C:7]([C:8]([CH2:10][C:11](OCC)=O)=[O:9])=[CH:6][CH:5]=1.[CH3:18][C:19]1[O:23][C:22]([C:24]2[CH:29]=[CH:28][CH:27]=[CH:26][CH:25]=2)=[N:21][C:20]=1CCl>C1COCC1>[CH3:18][C:19]1[O:23][C:22]([C:24]2[CH:25]=[CH:26][CH:27]=[CH:28][CH:29]=2)=[N:21][C:20]=1[CH2:11][CH2:10][C:8]([C:7]1[CH:6]=[CH:5][C:4]([Br:3])=[CH:17][CH:16]=1)=[O:9] |f:0.1|. Reported procedure: Sodium hydride (1.3 g, 55 mmol) was suspended in THF (75 mL) and cooled to 0° C. The title compound of Example 1 (14.9 g, 55 mmol) was dissolved in THF (75 mL) and added dropwise to the suspension over 30 minutes. The resulting solution was stirred an additional 30 minutes after which time solid 5-methyl-2-phenyl-4-oxazolyl methyl chloride (10.0 g, 48 mmol) was added in portions over five minutes. The reaction mixture was refluxed for 48 hours, cooled to room temperature and concentrated in vacu... Starting materials: C1=C(C=CC=2C3=CC=CC=C3CC12)C(=O)O (9H-fluorene-2-carboxylic acid), COC1=C(C=CC=C1)N1CCN(CC1)C/C=C/CN (4-(4-(2-methoxyphenyl)-piperazin-1-yl)-trans-but-2-enyl amine), Cl (hydrochloride). Product: COC1=C(C=CC=C1)N1CCN(CC1)C/C=C/CNC(=O)C1=CC=2CC3=CC=CC=C3C2C=C1 (N-(4-(4-(2-methoxyphenyl)piperazin-1-yl)-trans-but-2-enyl)-9H-fluorene-2-carboxamide). Yield: 61.0%. Reaction SMILES: [CH:1]1[C:13]2[CH2:12][C:11]3[C:6](=[CH:7][CH:8]=[CH:9][CH:10]=3)[C:5]=2[CH:4]=[CH:3][C:2]=1[C:14](O)=[O:15].[CH3:17][O:18][C:19]1[CH:24]=[CH:23][CH:22]=[CH:21][C:20]=1[N:25]1[CH2:30][CH2:29][N:28]([CH2:31]/[CH:32]=[CH:33]/[CH2:34][NH2:35])[CH2:27][CH2:26]1.Cl>>[CH3:17][O:18][C:19]1[CH:24]=[CH:23][CH:22]=[CH:21][C:20]=1[N:25]1[CH2:26][CH2:27][N:28]([CH2:31]/[CH:32]=[CH:33]/[CH2:34][NH:35][C:14]([C:2]2[CH:1]=[CH:13][C:12]3[C:11]4[C:6](=[CH:7][CH:8]=[CH:9][CH:10]=4)[CH2:5][C:4]=3[CH:3]=2)=[O:15])[CH2:29][CH2:30]1. Reported procedure: Prepared from 9H-fluorene-2-carboxylic acid and 4-(4-(2-methoxyphenyl)-piperazin-1-yl)-trans-but-2-enyl amine according to the general procedure. Yield: 61%. Mp. (hydrochloride): 224-226° C. 1H NMR (400 MHz, CDCl3): d 2.68 (s, 4H), 3.09-3.10 (m, 6H), 3.86 (s, 3H), 3.94 (s, 2H), 4.13 (m, 2H), 5.81-5.83 (m, 2H), 6.32 (t, J 5.4, 1H), 6.85 (dd, J 8.2, 1.2, 1H), 6.89-6.96 (m, 2H), 7.00 (m, 1H), 7.35 (td, J 7.3, 1.3, 1H), 7.40 (td, J 7.4, 1.6, 1H), 7.57 (d, J 7.4, 1H), 7.78-7.83 (m, 3H), 7.99 (s, 1H).... Yields the product C(C1=CC=CC=C1)OC=1C=C2C=CC(OC2=C(C1)Br)=O (6-Benzyloxy-8-bromo-chromen-2-one). Run at time 8 hour. Isolated yield 16.3%. The solvent is CCOC(=O)C (EtOAc), CN(C)C=O (DMF), CCOC(=O)C (EtOAc). Starting materials: C(C1=CC=CC=C1)Br (benzyl bromide), C(=O)([O-])[O-].[K+].[K+] (K2CO3), C(C)OC(\C=C\C1=C(C(=CC(=C1)OC)Br)O)=O ((E)-3-(3-Bromo-2-hydroxy-5-methoxy-phenyl)-acrylic acid ethyl ester). RXN SMILES: C(O[C:4](=[O:17])/[CH:5]=[CH:6]/[C:7]1[CH:12]=[C:11]([O:13][CH3:14])[CH:10]=[C:9]([Br:15])[C:8]=1[OH:16])C.C([O-])([O-])=O.[K+].[K+].C(Br)[C:25]1[CH:30]=[CH:29][CH:28]=[CH:27][CH:26]=1>CN(C=O)C.CCOC(C)=O>[CH2:14]([O:13][C:11]1[CH:12]=[C:7]2[C:8](=[C:9]([Br:15])[CH:10]=1)[O:16][C:4](=[O:17])[CH:5]=[CH:6]2)[C:25]1[CH:30]=[CH:29][CH:28]=[CH:27][CH:26]=1 |f:1.2.3|. Procedure: Dissolve preparation 2 (66.5 g, 275.89 mmol) in 1.5 L of dry DMF. Add finely powdered (325 mesh) K2CO3 (91.56 g, 662.13 mmol) followed by benzyl bromide (56.63 g, 331.07 mmol). Stir rapidly at room temperature overnight. Add 2 L of EtOAc, wash with H2O (1×2 L), 10% LiCl (3×, 4 L total volume) and brine. Dry over Na2SO4, filter and civ to yield a brown solid. Dissolve in hot EtOAc (2 L), filter off an insoluble brown solid, add hexane (˜500 mL) and allow to cool slowly, overnight. Filter off the ... Reactants: O (Water), C(C)(=O)OCC (ethyl acetate), C1=CC(=CC(=C1)Cl)C(=O)OO (mCPBA), FC=1C=C(C=C(C1F)F)[C@H]1N2C(CCC[C@@H]2CC=C1)=O ((6S*,9aR*)-6-(3,4,5-trifluorophenyl)-1,2,3,6,9,9a-hexahydroquinolizin-4-one). The solvent is C(Cl)Cl (methylene chloride). Conditions: time 3 day. Product: FC=1C=C(C=C(C1F)F)[C@@H]1[C@@H]2[C@H](C[C@H]3CCCC(N13)=O)O2 ((1aR*,2R*,6aR*,7aS*)-2-(3,4,5-trifluorophenyl)octahydro-1-oxa-2a-aza-cyclopropa[b]naphthalen-3-one), FC=1C=C(C=C(C1F)F)[C@@H]1[C@H]2[C@@H](C[C@H]3CCCC(N13)=O)O2 ((1aS*,2R*,6aR*,7aR*)-2-(3,4,5-trifluorophenyl)octahydro-1-oxa-2a-aza-cyclopropa[b]naphthalen-3-one). Reaction SMILES: C1C=C(Cl)C=C(C(OO)=[O:9])C=1.[F:12][C:13]1[CH:14]=[C:15]([C@@H:21]2[CH:30]=[CH:29][CH2:28][C@@H:27]3[N:22]2[C:23](=[O:31])[CH2:24][CH2:25][CH2:26]3)[CH:16]=[C:17]([F:20])[C:18]=1[F:19].O.C(OCC)(=[O:35])C>C(Cl)Cl>[F:20][C:17]1[CH:16]=[C:15]([C@H:21]2[N:22]3[C@H:27]([CH2:26][CH2:25][CH2:24][C:23]3=[O:31])[CH2:28][C@@H:29]3[O:9][C@H:30]23)[CH:14]=[C:13]([F:12])[C:18]=1[F:19].[F:20][C:17]1[CH:16]=[C:15]([C@H:21]2[N:22]3[C@H:27]([CH2:26][CH2:25][CH2:24][C:23]3=[O:31])[CH2:28][C@H:29]3[O:35][C@@H:30]23)[CH:14]=[C:13]([F:12])[C:18]=1[F:19]. Procedure: mCPBA (1.04 g) was added to a solution of (6S*,9aR*)-6-(3,4,5-trifluorophenyl)-1,2,3,6,9,9a-hexahydroquinolizin-4-one (681 mg) in methylene chloride (30 mL), and the reaction solution was stirred at room temperature for three days. Water and ethyl acetate were added to the reaction solution, and the organic layer was separated. The resulting organic layer was washed with brine, dried over anhydrous magnesium sulfate, and then concentrated under reduced pressure. The residue was purified by silic... Reactants: CCCCC(=O)OCC, COc1cc(OC)nc(S(C)(=O)=O)n1, CCCCCC, CC(C)NC(C)C, [Li]CCCC, C1CCOC1. Reaction SMILES: [C:13]([CH2:14][CH2:15][CH2:16][CH3:17])(=[O:18])[O:19][CH2:20][CH3:21].[CH3:22][O:23][c:24]1[n:25][c:26]([S:32]([CH3:33])(=[O:34])=[O:35])[n:27][c:28]([O:30][CH3:31])[cH:29]1.[CH3:41][CH2:42][CH2:43][CH2:44][CH2:45][CH3:46].[CH:1]([NH:2][CH:3]([CH3:4])[CH3:5])([CH3:6])[CH3:7].[Li:8][CH2:9][CH2:10][CH2:11][CH3:12].[O:36]1[CH2:37][CH2:38][CH2:39][CH2:40]1>>[C:13]([CH:14]([CH2:15][CH2:16][CH3:17])[c:26]1[n:25][c:24]([O:23][CH3:22])[cH:29][c:28]([O:30][CH3:31])[n:27]1)(=[O:18])[O:19][CH2:20][CH3:21]. The product is CCCC(C(=O)OCC)c1nc(OC)cc(OC)n1.